Task: describe an organic reaction: reactants, conditions, products, and yield. Dataset: the Open Reaction Database (ORD), a public repository of structured organic reaction records The reactants are COCC(=O)N1CC(NC(=O)c2cc(C)c(O)c(C)c2)C(=O)N(CC(=O)O)c2ccccc21, COCC(=O)N1CC(NC(=O)c2cc(Cl)c(O)c(Cl)c2)C(=O)N(CC(=O)NC2CC(=O)OC2OCc2ccccc2)c2ccccc21, COCC(=O)N1CC(NC(=O)c2cc(Cl)c(O)c(Cl)c2)C(=O)N(CC(=O)O)c2ccccc21. Yields the product COCC(=O)N1CC(NC(=O)c2cc(C)c(O)c(C)c2)C(=O)N(CC(=O)NC2CC(=O)OC2OCc2ccccc2)c2ccccc21. RXN SMILES: [O:1]=[C:2]1[CH:3]([NH:22][C:23]([c:24]2[cH:25][c:26]([CH3:32])[c:27]([OH:31])[c:28]([CH3:30])[cH:29]2)=[O:33])[CH2:4][N:5]([C:17]([CH2:18][O:19][CH3:20])=[O:21])[c:6]2[c:7]([cH:13][cH:14][cH:15][cH:16]2)[N:8]1[CH2:9][C:10]([OH:11])=[O:12].[O:34]=[C:35]1[N:36]([CH2:37][C:43](=[O:44])[NH:45][CH:46]2[CH:47]([O:52][CH2:53][c:54]3[cH:55][cH:56][cH:57][cH:58][cH:59]3)[O:48][C:49](=[O:51])[CH2:50]2)[c:38]2[cH:39][cH:40][cH:41][cH:42][c:60]2[N:61]([C:62](=[O:63])[CH2:64][O:65][CH3:66])[CH2:67][CH:68]1[NH:69][C:70](=[O:71])[c:72]1[cH:73][c:74]([Cl:75])[c:76]([OH:77])[c:78]([Cl:79])[cH:80]1.[O:81]=[C:82]1[N:83]([CH2:84][C:85]([OH:86])=[O:87])[c:88]2[cH:89][cH:90][cH:91][cH:92][c:93]2[N:94]([C:95](=[O:96])[CH2:97][O:98][CH3:99])[CH2:100][CH:101]1[NH:102][C:103](=[O:104])[c:105]1[cH:106][c:107]([Cl:108])[c:109]([OH:110])[c:111]([Cl:112])[cH:113]1>>[O:1]=[C:2]1[CH:3]([NH:22][C:23]([c:24]2[cH:25][c:26]([CH3:32])[c:27]([OH:31])[c:28]([CH3:30])[cH:29]2)=[O:33])[CH2:4][N:5]([C:17]([CH2:18][O:19][CH3:20])=[O:21])[c:6]2[c:7]([cH:13][cH:14][cH:15][cH:16]2)[N:8]1[CH2:9][C:43](=[O:44])[NH:45][CH:46]1[CH:47]([O:52][CH2:53][c:54]2[cH:55][cH:56][cH:57][cH:58][cH:59]2)[O:48][C:49](=[O:51])[CH2:50]1. The reactants are CCOC(=O)C (EtOAc), N1C[C@@H](CC1)O ((R)-Pyrrolidin-3-ol), CCN(C(C)C)C(C)C (DIPEA), BrC=1C(=NC=C(C(=O)NC2=CC=C(C=C2)OC(F)(F)Cl)C1)Cl (5-bromo-6-chloro-N-(4-(chlorodifluoromethoxy)phenyl)nicotinamide). Solvent: CC(C)O (iPrOH). Reaction conditions: temperature 140 celsius, time 1 hour. The product is BrC=1C(=NC=C(C(=O)NC2=CC=C(C=C2)OC(F)(F)Cl)C1)N1C[C@@H](CC1)O ((R)-5-Bromo-N-(4-(chlorodifluoromethoxy)phenyl)-6-(3-hydroxypyrrolidin-1-yl)nicotinamide). RXN SMILES: [NH:1]1[CH2:5][CH2:4][C@@H:3]([OH:6])[CH2:2]1.CCN(C(C)C)C(C)C.[Br:16][C:17]1[C:18](Cl)=[N:19][CH:20]=[C:21]([CH:36]=1)[C:22]([NH:24][C:25]1[CH:30]=[CH:29][C:28]([O:31][C:32]([Cl:35])([F:34])[F:33])=[CH:27][CH:26]=1)=[O:23].CCOC(C)=O>CC(O)C>[Br:16][C:17]1[C:18]([N:1]2[CH2:5][CH2:4][C@@H:3]([OH:6])[CH2:2]2)=[N:19][CH:20]=[C:21]([CH:36]=1)[C:22]([NH:24][C:25]1[CH:26]=[CH:27][C:28]([O:31][C:32]([Cl:35])([F:33])[F:34])=[CH:29][CH:30]=1)=[O:23]. Reported procedure: (R)-Pyrrolidin-3-ol (9.55 g, 109.6 mmol) and DIPEA (35.1 ml, 201.3 mmol) were added to a suspension of 5-bromo-6-chloro-N-(4-(chlorodifluoromethoxy)phenyl)nicotinamide (Stage 9.3, 37.7 g, 91.5 mmol) in iPrOH (65 mL) and stirred at 140° C. for 1 h. EtOAc (700 mL) was added and the solution was washed 1N HCl (2×200 mL), sat. NaHCO3 (200 mL) and brine (2×200 mL), dried over Na2SO4, and the solution was concentrated under reduced pressure until crystallization commenced. n-Heptane (1 L) were added a... The reactants are COC1=C(C(=O)O)C(=CC(=C1)C(F)(F)F)SC (2-Methoxy-6-methylsulfanyl-4-trifluoromethyl-benzoic acid), FC(C1=C(C(=O)O)C=CC(=C1)C(F)(F)F)(F)F (2,4-bis(trifluoromethyl)benzoic acid), IC (iodomethane). Product: C(C)C1=C(C(=O)O)C(=CC(=C1)C(F)(F)F)C(F)(F)F (2-Ethyl-4,6-bis-trifluoromethyl-benzoic acid). RXN SMILES: CO[C:3]1C=C(C(F)(F)F)C=C(SC)[C:4]=1C(O)=O.[F:18][C:19]([F:34])([F:33])[C:20]1[CH:28]=[C:27]([C:29]([F:32])([F:31])[F:30])[CH:26]=[CH:25][C:21]=1[C:22]([OH:24])=[O:23].IC>>[CH2:3]([C:25]1[CH:26]=[C:27]([C:29]([F:32])([F:30])[F:31])[CH:28]=[C:20]([C:19]([F:33])([F:34])[F:18])[C:21]=1[C:22]([OH:24])=[O:23])[CH3:4]. Procedure details: The title compound, white solid, MS: m/e=285.2 [(M−H)−], was prepared in accordance with the general method of intermediate A from 2,4-bis(trifluoromethyl)benzoic acid and iodomethane.